From a dataset of the Open Reaction Database (ORD), a public repository of structured organic reaction records. describe an organic reaction: reactants, conditions, products, and yield The reactants are C(C)OC(COC1=C2C(=C(N(C2=CC=C1)CC1=CC(=CC=C1)Cl)C)CC(=O)N)=O ([[3-(2-amino-2-oxoethyl)-1-[(3-chlorophenyl)methyl]-2-methyl-1H-indol-4-yl]oxy]acetic acid ethyl ester), [OH-].[Na+] (NaOH). Run in C(C)O (ethanol). Product: [Na+].NC(CC1=C(N(C2=CC=CC(=C12)OCC(=O)[O-])CC1=CC(=CC=C1)Cl)C)=O ([[3-(2-amino-2-oxoethyl)-1-[(3-chlorophenyl)methyl]-2-methyl-1H-indol-4-yl]oxy]acetic acid sodium salt). The yield is 88.0%. RXN SMILES: C([O:3][C:4](=[O:29])[CH2:5][O:6][C:7]1[CH:15]=[CH:14][CH:13]=[C:12]2[C:8]=1[C:9]([CH2:25][C:26]([NH2:28])=[O:27])=[C:10]([CH3:24])[N:11]2[CH2:16][C:17]1[CH:22]=[CH:21][CH:20]=[C:19]([Cl:23])[CH:18]=1)C.[OH-].[Na+:31]>C(O)C>[Na+:31].[NH2:28][C:26](=[O:27])[CH2:25][C:9]1[C:8]2[C:12](=[CH:13][CH:14]=[CH:15][C:7]=2[O:6][CH2:5][C:4]([O-:29])=[O:3])[N:11]([CH2:16][C:17]2[CH:22]=[CH:21][CH:20]=[C:19]([Cl:23])[CH:18]=2)[C:10]=1[CH3:24] |f:1.2,4.5|. Reported procedure: A mixture of 155 mg (0.39 mmol) of [[3-(2-amino-2-oxoethyl)-1-[(3-chlorophenyl)methyl]-2-methyl-1H-indol-4-yl]oxy]acetic acid ethyl ester and 4 mL of 1N NaOH in 10 mL of ethanol was heated 0.5 hours, allowed to cool and the precipitate filtered to give 140 mg (88% yield) of [[3-(2-amino-2-oxoethyl)-1-[(3-chlorophenyl)methyl]-2-methyl-1H-indol-4-yl]oxy]acetic acid sodium salt, mp, >250° C. The reactants are ClC1=NC=NC2=CC(=CC(=C12)OC1CCCC1)OCCN1CCCC1 (4-chloro-5-cyclopentyloxy-7-(2-pyrrolidin-1-ylethoxy)quinazoline), NC1=CC=CC=2C(=COC21)Cl (7-amino-3-chlorobenzofuran). Product: Cl.Cl.ClC1=COC2=C1C=CC=C2NC2=NC=NC1=CC(=CC(=C21)OC2CCCC2)OCCN2CCCC2 (4-(3-chlorobenzofuran-7-ylamino)-7-(2-pyrrolidin-1-ylethoxy)-5-cyclopentyloxyquinazoline dihydrochloride). RXN SMILES: [Cl:1][C:2]1[C:11]2[C:6](=[CH:7][C:8]([O:18][CH2:19][CH2:20][N:21]3[CH2:25][CH2:24][CH2:23][CH2:22]3)=[CH:9][C:10]=2[O:12][CH:13]2[CH2:17][CH2:16][CH2:15][CH2:14]2)[N:5]=[CH:4][N:3]=1.[NH2:26][C:27]1[C:35]2[O:34][CH:33]=[C:32]([Cl:36])[C:31]=2[CH:30]=[CH:29][CH:28]=1>>[ClH:1].[ClH:36].[Cl:36][C:32]1[C:31]2[CH:30]=[CH:29][CH:28]=[C:27]([NH:26][C:2]3[C:11]4[C:6](=[CH:7][C:8]([O:18][CH2:19][CH2:20][N:21]5[CH2:25][CH2:24][CH2:23][CH2:22]5)=[CH:9][C:10]=4[O:12][CH:13]4[CH2:17][CH2:16][CH2:15][CH2:14]4)[N:5]=[CH:4][N:3]=3)[C:35]=2[O:34][CH:33]=1 |f:2.3.4|. Reported procedure: Using an analogous procedure to that described in Example 47, 4-chloro-5-cyclopentyloxy-7-(2-pyrrolidin-1-ylethoxy)quinazoline (0.1 g) was reacted with 7-amino-3-chlorobenzofuran (0.051 g) to give the title compound, as a dihydrochloride salt (0.074 g), a portion of which was converted into the free base using an analogous procedure to that described in Example 3. The free base gave the following characterising data: NMR Spectrum: (CDCl3) 1.7-1.8 (m, 2H), 1.8-2.0 (m, 6H), 2.1-2.3 (m, 4H), 2.7 (b... The reactants are FC1=CC=C(C=C1)C(CCCN1C[C@@H]2[C@@H](N3CCN(C=4C=CC=C2C34)C)CC1)=O (1-(4-fluoro-phenyl)-4-((6bR,10aS)-3-methyl-2,3,6b,9,10,10a-hexahydro-1H,7H-pyrido[3′,4′:4,5]pyrrolo[1,2,3-de]quinoxalin-8-yl)-butan-1-one), C[Mg]Br (methyl magnesium bromide), CCOCC (ether), C[Mg+].[Br-] (CH3MgBr), C[Mg]Br (methyl magnesium bromide), CCOCC (ether). Run in C1CCOC1 (THF). Run at time 2 hour. Yields the product FC1=CC=C(C=C1)C(C)(CCCN1C[C@@H]2[C@@H](N3CCN(C=4C=CC=C2C34)C)CC1)O (2-(4-Fluoro-phenyl)-5-((6bR,10aS)-3-methyl-2,3,6b,9,10,10a-hexahydro-1H,7H-pyrido[3′,4′:4,5]pyrrolo[1,2,3-de]quinoxalin-8-yl)-pentan-2-ol). RXN SMILES: [F:1][C:2]1[CH:7]=[CH:6][C:5]([C:8](=[O:29])[CH2:9][CH2:10][CH2:11][N:12]2[CH2:28][CH2:27][C@@H:15]3[N:16]4[C:25]5[C:24]([C@@H:14]3[CH2:13]2)=[CH:23][CH:22]=[CH:21][C:20]=5[N:19]([CH3:26])[CH2:18][CH2:17]4)=[CH:4][CH:3]=1.[CH3:30][Mg]Br.CCOCC>C1COCC1>[F:1][C:2]1[CH:7]=[CH:6][C:5]([C:8]([OH:29])([CH2:9][CH2:10][CH2:11][N:12]2[CH2:28][CH2:27][C@@H:15]3[N:16]4[C:25]5[C:24]([C@@H:14]3[CH2:13]2)=[CH:23][CH:22]=[CH:21][C:20]=5[N:19]([CH3:26])[CH2:18][CH2:17]4)[CH3:30])=[CH:4][CH:3]=1. Reported procedure: To a solution of 1-(4-fluoro-phenyl)-4-((6bR,10aS)-3-methyl-2,3,6b,9,10,10a-hexahydro-1H,7H-pyrido[3′,4′:4,5]pyrrolo[1,2,3-de]quinoxalin-8-yl)-butan-1-one (99 mg, 0.25 mmol) in THF is added 3.0 M methyl magnesium bromide in ether (0.25 mL, 0.75 mmol) dropwise at 0° C. Upon the completion of the addition of CH3MgBr, the cooling bath is removed and the reaction mixture is stirred at room temperature for 2 hours. Another batch of 3.0 M methyl magnesium bromide in ether (0.25 mL, 0.75 mmol) is added... Reactants: Fc1ccccc1CCBr, COC(=O)C=Cc1ccc2c(c1)C(=O)CC1(CCN(C(=O)OC(C)(C)C)CC1)O2. Reaction SMILES: [Br:30][CH2:31][CH2:32][c:33]1[c:34]([F:39])[cH:35][cH:36][cH:37][cH:38]1.[CH3:1][O:2][C:3]([CH:4]=[CH:5][c:6]1[cH:7][c:8]2[c:13]([cH:14][cH:15]1)[O:12][C:11]1([CH2:10][C:9]2=[O:28])[CH2:16][CH2:17][N:18]([C:21]([O:22][C:23]([CH3:24])([CH3:25])[CH3:26])=[O:27])[CH2:19][CH2:20]1)=[O:29]>>[CH3:1][O:2][C:3]([CH:4]=[CH:5][c:6]1[cH:7][c:8]2[c:13]([cH:14][cH:15]1)[O:12][C:11]1([CH2:10][C:9]2=[O:28])[CH2:16][CH2:17][N:18]([CH2:21][CH2:32][c:33]2[c:34]([F:39])[cH:35][cH:36][cH:37][cH:38]2)[CH2:19][CH2:20]1)=[O:29]. Product: COC(=O)C=Cc1ccc2c(c1)C(=O)CC1(CCN(CCc3ccccc3F)CC1)O2. Starting materials: O=c1[nH]c(=O)n(CCCN2CC3CC3(c3ccc(C(F)(F)F)cc3)C2)nc1Br, O=C([O-])[O-], Cc1cc(B2OC(C)(C)C(C)(C)O2)ccn1, COCCOC, [Na+], [Na+], c1ccc(-c2ccccc2P(C2CCCCC2)C2CCCCC2)cc1. Product: Cc1cc(-c2nn(CCCN3CC4CC4(c4ccc(C(F)(F)F)cc4)C3)c(=O)[nH]c2=O)ccn1. RXN SMILES: [Br:1][c:2]1[c:3](=[O:28])[nH:4][c:5](=[O:27])[n:6]([CH2:8][CH2:9][CH2:10][N:11]2[CH2:12][C:13]3([c:17]4[cH:18][cH:19][c:20]([C:23]([F:24])([F:25])[F:26])[cH:21][cH:22]4)[CH2:14][CH:15]3[CH2:16]2)[n:7]1.[C:45](=[O:46])([O-:47])[O-:48].[CH3:29][c:30]1[n:31][cH:32][cH:33][c:34]([B:36]2[O:37][C:38]([CH3:39])([CH3:40])[C:41]([CH3:42])([CH3:43])[O:44]2)[cH:35]1.[CH3:76][O:77][CH2:78][CH2:79][O:80][CH3:81].[Na+:49].[Na+:50].[c:51]1(-[c:52]2[cH:53][cH:54][cH:55][cH:56][cH:57]2)[cH:58][cH:59][cH:60][cH:61][c:62]1[P:63]([CH:64]1[CH2:65][CH2:66][CH2:67][CH2:68][CH2:69]1)[CH:70]1[CH2:71][CH2:72][CH2:73][CH2:74][CH2:75]1>>[c:2]1(-[c:34]2[cH:33][cH:32][n:31][c:30]([CH3:29])[cH:35]2)[c:3](=[O:28])[nH:4][c:5](=[O:27])[n:6]([CH2:8][CH2:9][CH2:10][N:11]2[CH2:12][C:13]3([c:17]4[cH:18][cH:19][c:20]([C:23]([F:24])([F:25])[F:26])[cH:21][cH:22]4)[CH2:14][CH:15]3[CH2:16]2)[n:7]1. Reactants: CCOC(=O)C1CCC(N)CC1, CS(=O)c1nccc(-c2cnc3c(C(C)(C)O)cccn23)n1, CN1CCCC1=O, O. Yields the product CCOC(=O)C1CCC(Nc2nccc(-c3cnc4c(C(C)(C)O)cccn34)n2)CC1. RXN SMILES: [CH2:23]([CH3:24])[O:25][C:26](=[O:27])[CH:28]1[CH2:29][CH2:30][CH:31]([NH2:34])[CH2:32][CH2:33]1.[CH3:1][S:2](=[O:3])[c:4]1[n:5][cH:6][cH:7][c:8](-[c:10]2[cH:11][n:12][c:13]3[n:14]2[cH:15][cH:16][cH:17][c:18]3[C:19]([CH3:20])([CH3:21])[OH:22])[n:9]1.[CH3:35][N:36]1[CH2:37][CH2:38][CH2:39][C:40]1=[O:41].[OH2:42]>>[c:4]1([NH:34][CH:31]2[CH2:30][CH2:29][CH:28]([C:26]([O:25][CH2:23][CH3:24])=[O:27])[CH2:33][CH2:32]2)[n:5][cH:6][cH:7][c:8](-[c:10]2[cH:11][n:12][c:13]3[n:14]2[cH:15][cH:16][cH:17][c:18]3[C:19]([CH3:20])([CH3:21])[OH:22])[n:9]1. Reactants: ClC1=CC=C(C(=O)N(C2=CC=C(OC)C=C2)CCCC(=O)O)C=C1 (N-(p-chlorobenzoyl)-4-(p-anisidino)butyric acid), NCC(=O)OCC (ethyl glycinate). Yields the product ClC1=CC=C(C(=O)N(C2=CC=C(OC)C=C2)CCCC(=O)NCC(=O)OCC)C=C1 (ethyl N-[N-(p-chlorobenzoyl)-4-(p-anisidino)butyryl]glycinate). Reaction SMILES: [Cl:1][C:2]1[CH:24]=[CH:23][C:5]([C:6]([N:8]([CH2:17][CH2:18][CH2:19][C:20](O)=[O:21])[C:9]2[CH:16]=[CH:15][C:12]([O:13][CH3:14])=[CH:11][CH:10]=2)=[O:7])=[CH:4][CH:3]=1.[NH2:25][CH2:26][C:27]([O:29][CH2:30][CH3:31])=[O:28]>>[Cl:1][C:2]1[CH:24]=[CH:23][C:5]([C:6]([N:8]([CH2:17][CH2:18][CH2:19][C:20]([NH:25][CH2:26][C:27]([O:29][CH2:30][CH3:31])=[O:28])=[O:21])[C:9]2[CH:16]=[CH:15][C:12]([O:13][CH3:14])=[CH:11][CH:10]=2)=[O:7])=[CH:4][CH:3]=1. Procedure: Analogously to Example 1, by using equivalent quantities, reacting N-(p-chlorobenzoyl)-4-(p-anisidino)butyric acid and ethyl glycinate and suitable processing produces ethyl N-[N-(p-chlorobenzoyl)-4-(p-anisidino)butyryl]glycinate (oil), saponification of which and processing of the reaction product yields N-[N-(p-chlorobenzoyl)-4-(p-anisidino)butyryl]glycine (viscous oil).